From a dataset of the Open Reaction Database (ORD), a public repository of structured organic reaction records. describe an organic reaction: reactants, conditions, products, and yield Reactants: COC1=NS(N=C1OC)(=O)=O (3,4-dimethoxy-1,2,5-thiadiazole 1,1-dioxide), C(C#C)N (2-propynylamine), COC1=NS(N=C1NC#CC)(=O)=O (3-methoxy-4-propynylamino-1,2,5-thiadiazole 1,1-dioxide), CC1=C(N=CN1)CSCCN (2-[(5-methyl-1H-imidazol-4-yl)methylthio]ethylamine). The product is CC1=C(N=CN1)CSCCNC1=NS(N=C1NCC#C)(=O)=O (3-{2-[(5-Methyl-1H-imidazol-4-yl)methylthio]ethylamino}-4-(2-propynyl)amino-1,2,5-thiadiazole 1,1-dioxide). Reaction SMILES: COC1C(OC)=NS(=O)(=O)N=1.C(N)C#C.CO[C:18]1[C:22]([NH:23][C:24]#[C:25][CH3:26])=[N:21][S:20](=[O:28])(=[O:27])[N:19]=1.[CH3:29][C:30]1[NH:34][CH:33]=[N:32][C:31]=1[CH2:35][S:36][CH2:37][CH2:38][NH2:39]>>[CH3:29][C:30]1[NH:34][CH:33]=[N:32][C:31]=1[CH2:35][S:36][CH2:37][CH2:38][NH:39][C:18]1[C:22]([NH:23][CH2:24][C:25]#[CH:26])=[N:21][S:20](=[O:28])(=[O:27])[N:19]=1. Procedure details: Reaction of a methanolic suspension of 3,4-dimethoxy-1,2,5-thiadiazole 1,1-dioxide with one equivalent of 2-propynylamine and treating the resultant 3-methoxy-4-propynylamino-1,2,5-thiadiazole 1,1-dioxide with one equivalent of 2-[(5-methyl-1H-imidazol-4-yl)methylthio]ethylamine yields the title compound; identical to the product of Example 1. Starting materials: ClC1=CC2=C(NC(=N2)CC(F)(F)F)C=C1Cl (5,6-dichloro-2-(2,2,2-trifluoro-ethyl)-1H-benzimidazole), C([O-])([O-])=O.[K+].[K+] (potassium carbonate), FC(C1=C(CBr)C=CC(=C1)C(F)(F)F)(F)F (2,4-bis(trifluoromethyl)-benzyl bromide). Run in CN(C)C=O (DMF). Conditions: time 8 hour. Yields the product FC(C1=C(CN2C(=NC3=C2C=C(C(=C3)Cl)Cl)CC(F)(F)F)C=CC(=C1)C(F)(F)F)(F)F (1-(2,4-Bis-trifluoromethyl-benzyl)-5,6-dichloro-2-(2,2,2-trifluoro-ethyl)-1H-benzoimidazole). As a reaction SMILES: [Cl:1][C:2]1[C:15]([Cl:16])=[CH:14][C:5]2[NH:6][C:7]([CH2:9][C:10]([F:13])([F:12])[F:11])=[N:8][C:4]=2[CH:3]=1.C(=O)([O-])[O-].[K+].[K+].[F:23][C:24]([F:38])([F:37])[C:25]1[CH:32]=[C:31]([C:33]([F:36])([F:35])[F:34])[CH:30]=[CH:29][C:26]=1[CH2:27]Br>CN(C=O)C>[F:23][C:24]([F:37])([F:38])[C:25]1[CH:32]=[C:31]([C:33]([F:36])([F:34])[F:35])[CH:30]=[CH:29][C:26]=1[CH2:27][N:8]1[C:4]2[CH:3]=[C:2]([Cl:1])[C:15]([Cl:16])=[CH:14][C:5]=2[N:6]=[C:7]1[CH2:9][C:10]([F:12])([F:13])[F:11] |f:1.2.3|. Procedure details: To 5,6-dichloro-2-(2,2,2-trifluoro-ethyl)-1H-benzimidazole (622 mg) in DMF (7 mL) was added potassium carbonate powder (958 mg) and 2,4-bis(trifluoromethyl)-benzyl bromide (2.13 g). The resulting mixture was stirred at room temperature overnight. The reaction mixture was quenched with water, extracted with EtOAc, and dried over Na2SO4. The crude product was purified by silica gel chromatography (5%-40% EtOAc/hexanes), followed by recrystallization with hexanes to yield the title compound as an o...